Dataset: the Open Reaction Database (ORD), a public repository of structured organic reaction records. Task: describe an organic reaction: reactants, conditions, products, and yield The reactants are ClC1=C(C(=C(C(=N1)N(CC1=CC=CC=C1)CC1=CC=CC=C1)N)NC(C)(C)C)C (6-Chloro-5-methyl-N4 -(1,1-dimethylethyl)-N2,N2 -bis(phenylmethyl)pyridine-2,3,4-triamine), C(C)(OCC)(OCC)OCC (triethyl orthoacetate). Run at time 2 hour. The product is ClC1=C(C2=C(C(=N1)N(CC1=CC=CC=C1)CC1=CC=CC=C1)N=C(N2C(C)(C)C)C)C (6-Chloro-2,7-dimethyl-1-(1,1-dimethylethyl)-N4,N4 -bis(phenylmethyl)-1H-imidazo[4,5-c]pyridin-4-amine). As a reaction SMILES: [Cl:1][C:2]1[N:7]=[C:6]([N:8]([CH2:16][C:17]2[CH:22]=[CH:21][CH:20]=[CH:19][CH:18]=2)[CH2:9][C:10]2[CH:15]=[CH:14][CH:13]=[CH:12][CH:11]=2)[C:5]([NH2:23])=[C:4]([NH:24][C:25]([CH3:28])([CH3:27])[CH3:26])[C:3]=1[CH3:29].[C:30](OCC)(OCC)(OCC)[CH3:31]>>[Cl:1][C:2]1[N:7]=[C:6]([N:8]([CH2:9][C:10]2[CH:11]=[CH:12][CH:13]=[CH:14][CH:15]=2)[CH2:16][C:17]2[CH:18]=[CH:19][CH:20]=[CH:21][CH:22]=2)[C:5]2[N:23]=[C:30]([CH3:31])[N:24]([C:25]([CH3:26])([CH3:28])[CH3:27])[C:4]=2[C:3]=1[CH3:29]. Reported procedure: 6-Chloro-5-methyl-N4 -(1,1-dimethylethyl)-N2,N2 -bis(phenylmethyl)pyridine-2,3,4-triamine was combined with an excess of triethyl orthoacetate and heated first on a steam bath for about 16 hours and then in an oil bath at 130° C. for 2 hours. The excess triethyl orthoacetate was distilled off under vacuum. The resulting residue was diluted with methylene chloride, washed with water and sodium bicarbonate solution, dried over magnesium sulfate then filtered through a layer of silica gel eluting w... Starting materials: F[B-](F)(F)F, COC(=O)c1cc2cc(OC)c(OC)cc2c(-c2ccnc(Br)c2)c1C(=O)OC, CC(C)(C)[PH+](C(C)(C)C)C(C)(C)C, CC(C)(C)[Si](C)(C)OC1CCNc2ccccc21, CC(=O)[O-], CC(=O)[O-], CC(C)(C)[O-], CCOC(C)=O, Cc1ccccc1, [Cl-], [NH4+], [Na+], O, [Pd+2]. Product: COC(=O)c1cc2cc(OC)c(OC)cc2c(-c2ccnc(N3CCC(O[Si](C)(C)C(C)(C)C)c4ccccc43)c2)c1C(=O)OC. RXN SMILES: [B-:30]([F:31])([F:32])([F:33])[F:34].[Br:1][c:2]1[n:3][cH:4][cH:5][c:6](-[c:8]2[c:9]([C:26](=[O:27])[O:28][CH3:29])[c:10]([C:22](=[O:23])[O:24][CH3:25])[cH:11][c:12]3[cH:13][c:14]([O:20][CH3:21])[c:15]([O:18][CH3:19])[cH:16][c:17]23)[cH:7]1.[C:35]([PH+:36]([C:37]([CH3:38])([CH3:39])[CH3:40])[C:41]([CH3:42])([CH3:43])[CH3:44])([CH3:45])([CH3:46])[CH3:47].[C:48]([CH3:49])([CH3:50])([CH3:51])[Si:52]([O:53][CH:54]1[CH2:55][CH2:56][NH:57][c:58]2[cH:59][cH:60][cH:61][cH:62][c:63]21)([CH3:64])[CH3:65].[C:74]([O-:75])(=[O:76])[CH3:77].[C:79]([O-:80])(=[O:81])[CH3:82].[CH3:66][C:67]([CH3:68])([O-:69])[CH3:70].[CH3:83][CH2:84][O:85][C:86](=[O:87])[CH3:88].[CH3:90][c:91]1[cH:92][cH:93][cH:94][cH:95][cH:96]1.[Cl-:72].[NH4+:73].[Na+:71].[OH2:89].[Pd+2:78]>>[c:2]1([N:57]2[CH2:56][CH2:55][CH:54]([O:53][Si:52]([C:48]([CH3:49])([CH3:50])[CH3:51])([CH3:64])[CH3:65])[c:63]3[c:58]2[cH:59][cH:60][cH:61][cH:62]3)[n:3][cH:4][cH:5][c:6](-[c:8]2[c:9]([C:26](=[O:27])[O:28][CH3:29])[c:10]([C:22](=[O:23])[O:24][CH3:25])[cH:11][c:12]3[cH:13][c:14]([O:20][CH3:21])[c:15]([O:18][CH3:19])[cH:16][c:17]23)[cH:7]1. The yield is 88.6%. RXN SMILES: C([Li])CCC.[S:6]1[CH:10]=[CH:9][N:8]=[CH:7]1.COCN[C:15]([C@H:17]1[CH2:22][CH2:21][CH2:20][N:19]([C:23]([O:25][C:26]([CH3:29])([CH3:28])[CH3:27])=[O:24])[CH2:18]1)=[O:16].[Cl-].[Na+]>O1CCCC1.O>[S:6]1[CH:10]=[CH:9][N:8]=[C:7]1[C:15]([C@H:17]1[CH2:22][CH2:21][CH2:20][N:19]([C:23]([O:25][C:26]([CH3:29])([CH3:28])[CH3:27])=[O:24])[CH2:18]1)=[O:16] |f:3.4|. The reactants are COCNC(=O)[C@@H]1CN(CCC1)C(=O)OC(C)(C)C (tert-butyl (S)-3-(methoxymethylcarbamoyl)piperidine-1-carboxylate), ice water, C(CCC)[Li] (n-butyllithium), S1C=NC=C1 (thiazole), [Cl-].[Na+] (sodium chloride). Reported procedure: 136.6 g (0.32 mol) of n-butyllithium (15% in n-hexane) were added dropwise at −68° C. to a solution of 25 g (0.291 mol) of thiazole in 1 l of tetrahydrofuran. The mixture was warmed to 0° C. and subsequently cooled to −40° C. This mixture was then added dropwise to a solution of 79.2 g (0.291 mol) of tert-butyl (S)-3-(methoxymethylcarbamoyl)piperidine-1-carboxylate in 1.4 l of tetrahydrofuran at −50° C. The reaction mixture was then slowly warmed to 0° C., and 2 l of ice-water were added. After ... The product is S1C(=NC=C1)C(=O)[C@@H]1CN(CCC1)C(=O)OC(C)(C)C (tert-butyl (S)-3-(thiazole-2-carbonyl)piperidine-1-carboxylate). Reaction conditions: temperature 0 celsius. The solvent is O1CCCC1 (tetrahydrofuran), O1CCCC1 (tetrahydrofuran), O (water).